From a dataset of the Open Reaction Database (ORD), a public repository of structured organic reaction records. describe an organic reaction: reactants, conditions, products, and yield Reactants: CCS, OCc1ccccc1O. Product: CCSCc1ccccc1O. RXN SMILES: [CH2:10]([CH3:11])[SH:12].[OH:1][CH2:2][c:3]1[c:4]([OH:9])[cH:5][cH:6][cH:7][cH:8]1>>[CH2:2]([c:3]1[c:4]([OH:9])[cH:5][cH:6][cH:7][cH:8]1)[S:12][CH2:10][CH3:11]. Starting materials: ClCCCBr, O=C([O-])[O-], COC(=O)c1ccc(O)c(OC)c1, CO, [K+], [K+]. As a reaction SMILES: [Br:14][CH2:15][CH2:16][CH2:17][Cl:18].[C:19](=[O:20])([O-:21])[O-:22].[CH3:1][O:2][C:3](=[O:4])[c:5]1[cH:6][cH:7][c:8]([OH:9])[c:10]([O:11][CH3:12])[cH:13]1.[CH3:25][OH:26].[K+:23].[K+:24]>>[CH3:1][O:2][C:3](=[O:4])[c:5]1[cH:6][cH:7][c:8]([O:9][CH2:15][CH2:16][CH2:17][Cl:18])[c:10]([O:11][CH3:12])[cH:13]1. Yields the product COC(=O)c1ccc(OCCCCl)c(OC)c1.